From a dataset of the Open Reaction Database (ORD), a public repository of structured organic reaction records. describe an organic reaction: reactants, conditions, products, and yield The reactants are CC(C)(C)c1ccc(N)cc1Cl, O=N[O-], NC(N)=O, [Na+], O=S(=O)(O)O. Product: CC(C)(C)c1ccc(O)cc1Cl. RXN SMILES: [C:1]([CH3:2])([CH3:3])([CH3:4])[c:5]1[c:6]([Cl:12])[cH:7][c:8]([NH2:9])[cH:10][cH:11]1.[N:13](=[O:14])[O-:15].[NH2:17][C:18](=[O:19])[NH2:20].[Na+:16].[S:21](=[O:22])(=[O:23])([OH:24])[OH:25]>>[C:1]([CH3:2])([CH3:3])([CH3:4])[c:5]1[c:6]([Cl:12])[cH:7][c:8]([OH:14])[cH:10][cH:11]1. Starting materials: CN(C)C=O (DMF), C(C)(=O)OC(C)=O (Acetic anhydride), NC=1C=C(C=CC1)C=1N=C(SC1)C1=C(N=C(S1)NC1=CC(=C(C(=C1)OC)OC)OC)N (4-(3-aminophenyl)-N2′-(3,4,5-trimethoxyphenyl)-[2,5′]bithiazolyl-2′,4′-diamine), N1=CC=CC=C1 (pyridine). Solvent: C1CCOC1 (THF). Conditions: time 30 minute. Yields the product NC=1N=C(SC1C=1SC=C(N1)C=1C=C(C=CC1)NC(C)=O)NC1=CC(=C(C(=C1)OC)OC)OC (N-{3-[4′-amino-2′-(3,4,5-trimethoxy-phenylamino)-[2,5′]bithiazolyl-4-yl]-phenyl}acetamide). Yield: 82.2%. As a reaction SMILES: [C:1](OC(=O)C)(=[O:3])[CH3:2].[NH2:8][C:9]1[CH:10]=[C:11]([C:15]2[N:16]=[C:17]([C:20]3[S:24][C:23]([NH:25][C:26]4[CH:31]=[C:30]([O:32][CH3:33])[C:29]([O:34][CH3:35])=[C:28]([O:36][CH3:37])[CH:27]=4)=[N:22][C:21]=3[NH2:38])[S:18][CH:19]=2)[CH:12]=[CH:13][CH:14]=1.N1C=CC=CC=1.CN(C=O)C>C1COCC1>[NH2:38][C:21]1[N:22]=[C:23]([NH:25][C:26]2[CH:31]=[C:30]([O:32][CH3:33])[C:29]([O:34][CH3:35])=[C:28]([O:36][CH3:37])[CH:27]=2)[S:24][C:20]=1[C:17]1[S:18][CH:19]=[C:15]([C:11]2[CH:10]=[C:9]([NH:8][C:1](=[O:3])[CH3:2])[CH:14]=[CH:13][CH:12]=2)[N:16]=1. Procedure: Acetic anhydride (21.3 μL, 0.2250 mmol) was added to a solution of 4-(3-aminophenyl)-N2′-(3,4,5-trimethoxyphenyl)-[2,5′]bithiazolyl-2′,4′-diamine (50.0 mg, 0.1125 mmol), prepared as described in Example C(1), dissolved in pyridine (28.5 μL, 0.352 mmol), DMF (70 μL), and THF (700 μL) at −15° C. (bath temperature). After 30 minutes, the reaction was quenched with MeOH (0.5 mL), concentrated, and purified by preparative C-18 reverse-phase HPLC (gradient elution, 95% H2O/0.1% TFA/CH3CN to 5% H2O/0.1...